From a dataset of the Open Reaction Database (ORD), a public repository of structured organic reaction records. describe an organic reaction: reactants, conditions, products, and yield Starting materials: [Al+3], COc1ccc(C2=C(c3ccc(O)cc3)CCCc3cc(OCc4ccccc4)ccc32)cc1, CN(C)c1ccccc1, [Cl-], [Cl-], [Cl-], ClCCl, Cl, O. The product is COc1ccc(C2=C(c3ccc(O)cc3)CCCc3cc(O)ccc32)cc1. RXN SMILES: [Al+3:45].[CH2:1]([c:2]1[cH:3][cH:4][cH:5][cH:6][cH:7]1)[O:8][c:9]1[cH:10][cH:11][c:12]2[c:13]([cH:34]1)[CH2:14][CH2:15][CH2:16][C:17]([c:27]1[cH:28][cH:29][c:30]([OH:33])[cH:31][cH:32]1)=[C:18]2[c:19]1[cH:20][cH:21][c:22]([O:25][CH3:26])[cH:23][cH:24]1.[CH3:35][N:36]([c:37]1[cH:38][cH:39][cH:40][cH:41][cH:42]1)[CH3:43].[Cl-:44].[Cl-:46].[Cl-:47].[Cl:49][CH2:50][Cl:51].[ClH:48].[OH2:52]>>[OH:8][c:9]1[cH:10][cH:11][c:12]2[c:13]([cH:34]1)[CH2:14][CH2:15][CH2:16][C:17]([c:27]1[cH:28][cH:29][c:30]([OH:33])[cH:31][cH:32]1)=[C:18]2[c:19]1[cH:20][cH:21][c:22]([O:25][CH3:26])[cH:23][cH:24]1. Starting materials: N1CCC(CC1)CNC(=O)C1=C2N(C=3C=CC=CC13)CCCO2 (N-(4-Piperidylmethyl) 3,4-dihydro-2H-[1,3]oxazino[3,2-a]indole-10-carboxamide), C1(CCCCC1)CBr (cyclohexylmethyl bromide). Run at time 8 hour. Product: C1(CCCCC1)CN1CCC(CC1)CNC(=O)C1=C2N(C=3C=CC=CC13)CCCO2 (N-[(1-Cyclohexylmethyl-4-piperidyl)methyl] 3,4-dihydro-2H-[1,3]oxazino[3,2-a]indole-10-carboxamide), solid. The yield is 31.0%. RXN SMILES: [NH:1]1[CH2:6][CH2:5][CH:4]([CH2:7][NH:8][C:9]([C:11]2[C:19]3[CH:18]=[CH:17][CH:16]=[CH:15][C:14]=3[N:13]3[CH2:20][CH2:21][CH2:22][O:23][C:12]=23)=[O:10])[CH2:3][CH2:2]1.[CH:24]1([CH2:30]Br)[CH2:29][CH2:28][CH2:27][CH2:26][CH2:25]1>>[CH:24]1([CH2:30][N:1]2[CH2:6][CH2:5][CH:4]([CH2:7][NH:8][C:9]([C:11]3[C:19]4[CH:18]=[CH:17][CH:16]=[CH:15][C:14]=4[N:13]4[CH2:20][CH2:21][CH2:22][O:23][C:12]=34)=[O:10])[CH2:3][CH2:2]2)[CH2:29][CH2:28][CH2:27][CH2:26][CH2:25]1. Reported procedure: N-(4-Piperidylmethyl) 3,4-dihydro-2H-[1,3]oxazino[3,2-a]indole-10-carboxamide (E21) was alkylated with cyclohexylmethyl bromide using the method of Example 22 with a reaction time of 70 h at room temperature followed by 8 h at reflux temperature. The title compound (E23) was obtained as a white solid (31%) which was converted to its hydrochloride salt and crystallised from acetone/ether as a white solid mp 209-210° C. Reactants: BrC/C=C/COC1=CC=C(C=C1)C(=O)C1=CC=C(C=C1)Br ((E)-[4-(4-bromo-but-2-enyloxy)-phenyl]-(4-bromo-phenyl)-methanone), N1C=NC=C1 (imidazole), [H-].[Na+] (sodium hydride), O (water). The solvent is CN(C)C=O (DMF), CN(C)C=O (DMF), CN(C)C=O (DMF). Reaction conditions: temperature 70 celsius, time 1 hour. Yields the product BrC1=CC=C(C=C1)C(=O)C1=CC=C(C=C1)OC\C=C\CN1C=NC=C1 ((E)-(4-bromo-phenyl)-[4-(4-imidazol-1-yl-but-2-enyloxy)-phenyl]-methanone). The yield is 35.3%. Reaction SMILES: [NH:1]1[CH:5]=[CH:4][N:3]=[CH:2]1.[H-].[Na+].Br[CH2:9]/[CH:10]=[CH:11]/[CH2:12][O:13][C:14]1[CH:19]=[CH:18][C:17]([C:20]([C:22]2[CH:27]=[CH:26][C:25]([Br:28])=[CH:24][CH:23]=2)=[O:21])=[CH:16][CH:15]=1.O>CN(C=O)C>[Br:28][C:25]1[CH:24]=[CH:23][C:22]([C:20]([C:17]2[CH:18]=[CH:19][C:14]([O:13][CH2:12]/[CH:11]=[CH:10]/[CH2:9][N:1]3[CH:5]=[CH:4][N:3]=[CH:2]3)=[CH:15][CH:16]=2)=[O:21])=[CH:27][CH:26]=1 |f:1.2|. Procedure: A solution of 68 mg of imidazole in 4 ml of DMF is added dropwise to a suspension of 44 mg of 55% sodium hydride in 4 ml of DMF. After heating the mixture to 70° C. a solution of 441 mg of (E)-[4-(4-bromo-but-2-enyloxy)-phenyl]-(4-bromo-phenyl)-methanone in 12 ml of DMF is added dropwise. Then, the mixture is stirred at 70° C. for a further 1 h. and, after cooling, poured into 5 ml of water and concentrated. The residue is treated with water and extracted with methylene chloride. The organic pha... The reactants are C(C)(C)(C)OC(=O)NC1(CCC1)C1=CC=C(C=C1)C1=NC=2N(C=C1C1=CC=CC=C1)N=C(N2)C(=O)O (5-[4-(1-tert-Butoxycarbonylamino-cyclobutyl)-phenyl]-6-phenyl-[1,2,4]triazolo[1,5-a]pyrimidine-2-carboxylic Acid), C(=O)(C(F)(F)F)O (TFA). Solvent: C(Cl)Cl (DCM). Run at time 3 hour. Yields the product NC1(CCC1)C1=CC=C(C=C1)C1=NC=2N(C=C1C1=CC=CC=C1)N=C(N2)C(=O)O (5-[4-(1-Amino-cyclobutyl)-phenyl]-6-phenyl-[1,2,4]triazolo[1,5-a]pyrimidine-2-carboxylic Acid). Reaction SMILES: C(OC([NH:8][C:9]1([C:13]2[CH:18]=[CH:17][C:16]([C:19]3[C:24]([C:25]4[CH:30]=[CH:29][CH:28]=[CH:27][CH:26]=4)=[CH:23][N:22]4[N:31]=[C:32]([C:34]([OH:36])=[O:35])[N:33]=[C:21]4[N:20]=3)=[CH:15][CH:14]=2)[CH2:12][CH2:11][CH2:10]1)=O)(C)(C)C.C(O)(C(F)(F)F)=O>C(Cl)Cl>[NH2:8][C:9]1([C:13]2[CH:14]=[CH:15][C:16]([C:19]3[C:24]([C:25]4[CH:30]=[CH:29][CH:28]=[CH:27][CH:26]=4)=[CH:23][N:22]4[N:31]=[C:32]([C:34]([OH:36])=[O:35])[N:33]=[C:21]4[N:20]=3)=[CH:17][CH:18]=2)[CH2:12][CH2:11][CH2:10]1. Reported procedure: To the solution of 8-3 (49 mg, 0.1 mmol) in 1 mL of DCM was added TFA (1 mL) and the mixture was stirred at room temperature for 3 h. The mixture was concentrated by evaporation and the residue was purified by prep.HPLC to give the product 8-4. The reactants are C1CCOC1, CC(C)O, CNc1nc(Cl)ncc1[N+](=O)[O-], CCN(CC)C(=O)c1ccc(N)cc1, O. The product is CCN(CC)C(=O)c1ccc(Nc2ncc([N+](=O)[O-])c(NC)n2)cc1. RXN SMILES: [CH2:27]1[O:28][CH2:29][CH2:30][CH2:31]1.[CH3:32][CH:33]([OH:34])[CH3:35].[Cl:1][c:2]1[n:3][cH:4][c:5]([N+:10](=[O:11])[O-:12])[c:6]([NH:8][CH3:9])[n:7]1.[NH2:13][c:14]1[cH:15][cH:16][c:17]([C:18](=[O:19])[N:20]([CH2:21][CH3:22])[CH2:23][CH3:24])[cH:25][cH:26]1.[OH2:36]>>[c:2]1([NH:13][c:14]2[cH:15][cH:16][c:17]([C:18](=[O:19])[N:20]([CH2:21][CH3:22])[CH2:23][CH3:24])[cH:25][cH:26]2)[n:3][cH:4][c:5]([N+:10](=[O:11])[O-:12])[c:6]([NH:8][CH3:9])[n:7]1. Reactants: ClCCl, OC1c2ccccc2COc2ccc(OCc3ccc4cc(F)c(Cl)cc4n3)cc21, O, O=C(O)C(F)(F)F, O=C(O)CCS. The product is O=C(O)CCSC1c2ccccc2COc2ccc(OCc3ccc4cc(F)c(Cl)cc4n3)cc21. As a reaction SMILES: [CH2:38]([Cl:39])[Cl:40].[Cl:1][c:2]1[c:3]([F:30])[cH:4][c:5]2[cH:6][cH:7][c:8]([CH2:12][O:13][c:14]3[cH:15][c:16]4[c:17]([cH:28][cH:29]3)[O:18][CH2:19][c:20]3[c:21]([cH:24][cH:25][cH:26][cH:27]3)[CH:22]4[OH:23])[n:9][c:10]2[cH:11]1.[OH2:47].[OH:31][C:32]([C:33]([F:34])([F:35])[F:36])=[O:37].[SH:41][CH2:42][CH2:43][C:44](=[O:45])[OH:46]>>[Cl:1][c:2]1[c:3]([F:30])[cH:4][c:5]2[cH:6][cH:7][c:8]([CH2:12][O:13][c:14]3[cH:15][c:16]4[c:17]([cH:28][cH:29]3)[O:18][CH2:19][c:20]3[c:21]([cH:24][cH:25][cH:26][cH:27]3)[CH:22]4[S:41][CH2:42][CH2:43][C:44](=[O:45])[OH:46])[n:9][c:10]2[cH:11]1. The yield is 90.9%. RXN SMILES: [CH:1]([N:4]=[C:5]=[O:6])([CH3:3])[CH3:2].ClCCl.[CH3:10][S:11]([C:14]1[CH:15]=[C:16]2[C:20](=[CH:21][CH:22]=1)[N:19]([C:23]1[CH:28]=[C:27]([O:29][CH:30]3[CH2:35][CH2:34][NH:33][CH2:32][CH2:31]3)[N:26]=[CH:25][N:24]=1)[CH2:18][CH2:17]2)(=[O:13])=[O:12]>O>[CH:1]([NH:4][C:5]([N:33]1[CH2:32][CH2:31][CH:30]([O:29][C:27]2[CH:28]=[C:23]([N:19]3[C:20]4[C:16](=[CH:15][C:14]([S:11]([CH3:10])(=[O:13])=[O:12])=[CH:22][CH:21]=4)[CH2:17][CH2:18]3)[N:24]=[CH:25][N:26]=2)[CH2:35][CH2:34]1)=[O:6])([CH3:3])[CH3:2]. The product is C(C)(C)NC(=O)N1CCC(CC1)OC1=NC=NC(=C1)N1CCC2=CC(=CC=C12)S(=O)(=O)C (N-isopropyl-4-({6-[5-(methylsulfonyl)indolin-1-yl]pyrimidin-4-yl}oxy)piperidine-1-carboxamide). Reported procedure: Isopropyl isocyanate (31 μL, 0.315 mmol) was added to a dichloromethane (5 mL) solution of the 5-(methylsulfonyl)-1-[6-(piperidin-4-yloxy)pyrimidin-4-yl]indoline (78.1 mg, 0.209 mmol) produced in Reference Example 28, and the mixture was stirred at room temperature for 30 minutes. To the reaction solution, water was added, followed by extraction with ethyl acetate three times. The obtained organic layer was dried over anhydrous sodium sulfate, and the solvent was distilled off under reduced pres... Run at time 30 minute. Reactants: C(C)(C)N=C=O (Isopropyl isocyanate), ClCCl (dichloromethane), CS(=O)(=O)C=1C=C2CCN(C2=CC1)C1=NC=NC(=C1)OC1CCNCC1 (5-(methylsulfonyl)-1-[6-(piperidin-4-yloxy)pyrimidin-4-yl]indoline). Run in O (water).